From a dataset of the Open Reaction Database (ORD), a public repository of structured organic reaction records. describe an organic reaction: reactants, conditions, products, and yield The reactants are [H-].[Na+] (sodium hydride), OC(C(=O)OC)(C)C (methyl 2-hydroxyisobutyrate), BrCCCCCCBr (1,6-dibromohexane). Run in CN(C=O)C (N,N-dimethylformamide). Product: BrCCCCCCOC(C(=O)OC)(C)C (Methyl 2-(6-bromohexyloxy)-2-methylpropionate). The yield is 22.2%. Reaction SMILES: [H-].[Na+].[OH:3][C:4]([CH3:10])([CH3:9])[C:5]([O:7][CH3:8])=[O:6].[Br:11][CH2:12][CH2:13][CH2:14][CH2:15][CH2:16][CH2:17]Br>CN(C)C=O>[Br:11][CH2:12][CH2:13][CH2:14][CH2:15][CH2:16][CH2:17][O:3][C:4]([CH3:10])([CH3:9])[C:5]([O:7][CH3:8])=[O:6] |f:0.1|. Procedure details: To 120 ml of dry N,N-dimethylformamide, 4.0 g of 60% sodium hydride was added. To the mixture was added dropwise 11.81 g of methyl 2-hydroxyisobutyrate with stirring under ice-cooling, and stirred for 10 minutes. Then, 122 g of 1,6-dibromohexane was added and stirred for 15 hours at room temperature. The reaction solution was poured into ice-cold water, extracted with ethyl acetate, washed with brine, dried over anhydrous magnesium sulfate and concentrated. The residue was purified by silica gel... The reactants are ClC1=C(C(=O)Cl)C=CC=C1 (2-chlorobenzoyl chloride), CC1(OC(CC(O1)=O)=O)C (2,2-dimethyl-1,3-dioxane-4,6-dione). Reagents/catalysts: CN(C1=CC=NC=C1)C (4-(dimethylamino)pyridine). Solvent: C(Cl)Cl (CH2Cl2), C(Cl)Cl (CH2Cl2). Reaction conditions: time 1 hour. Product: ClC1=C(C(=O)C2C(OC(OC2=O)(C)C)=O)C=CC=C1 (5-(2-Chlorobenzoyl)-2,2-dimethyl-1,3-dioxane-4,6-dione). Yield: 50.9%. As a reaction SMILES: [CH3:1][C:2]1([CH3:10])[O:7][C:6](=[O:8])[CH2:5][C:4](=[O:9])[O:3]1.[Cl:11][C:12]1[CH:20]=[CH:19][CH:18]=[CH:17][C:13]=1[C:14](Cl)=[O:15]>CN(C)C1C=CN=CC=1.C(Cl)Cl>[Cl:11][C:12]1[CH:20]=[CH:19][CH:18]=[CH:17][C:13]=1[C:14]([CH:5]1[C:6](=[O:8])[O:7][C:2]([CH3:10])([CH3:1])[O:3][C:4]1=[O:9])=[O:15]. Procedure: A solution of 4-(dimethylamino)pyridine (33.96 g; 278 mmol) and 2,2-dimethyl-1,3-dioxane-4,6-dione (20.0 g, 139 mmol) in 50 mL of CH2Cl2 was cooled in an ice-salt bath to −10° C. A solution of 2-chlorobenzoyl chloride (29.2 g, 167 mmol) in 20 mL of CH2Cl2 was added dropwise via addition funnel over 1 h. After stirring cold for 1 h, the reaction was allowed to warm to rt and stirred for an additional 3 h. The resulting yellow-orange solution was then extracted with an aq. 10% HCl solution (200 mL... Reactants: CN(CCN)CCC(C1=NC=CC=C1)C1=CC=CC=C1 (N-methyl-N-[3-phenyl-3-(2-pyridyl)propyl]-1,2-ethanediamine), C(=O)(N1C=NC=C1)N1C=NC=C1 (1,1'-carbonyldiimidazole), N(C(=N)N)C=1SC=C(N1)CSCCN (2-[[(2-guanidino-4-thiazolyl)methyl]thio]ethaneamine). Run in C(C)(=O)OCC.CO (ethyl acetate methanol). Product: N(C(=N)N)C=1SC=C(N1)CSCCNC(=O)NCCN(C)CCC(C1=NC=CC=C1)C1=CC=CC=C1 (N-[2-[[(2-guanidino-4-thiazolyl)methyl]thio]ethyl]-N'-[2-[N-[3-phenyl-3-(2-pyridyl)propyl]-N-methylamino]ethyl]urea). RXN SMILES: [CH3:1][N:2]([CH2:6][CH2:7][CH:8]([C:15]1[CH:20]=[CH:19][CH:18]=[CH:17][CH:16]=1)[C:9]1[CH:14]=[CH:13][CH:12]=[CH:11][N:10]=1)[CH2:3][CH2:4][NH2:5].[C:21](N1C=CN=C1)(N1C=CN=C1)=[O:22].[NH:33]([C:37]1[S:38][CH:39]=[C:40]([CH2:42][S:43][CH2:44][CH2:45][NH2:46])[N:41]=1)[C:34]([NH2:36])=[NH:35]>C(OCC)(=O)C.CO>[NH:33]([C:37]1[S:38][CH:39]=[C:40]([CH2:42][S:43][CH2:44][CH2:45][NH:46][C:21]([NH:5][CH2:4][CH2:3][N:2]([CH2:6][CH2:7][CH:8]([C:15]2[CH:20]=[CH:19][CH:18]=[CH:17][CH:16]=2)[C:9]2[CH:14]=[CH:13][CH:12]=[CH:11][N:10]=2)[CH3:1])=[O:22])[N:41]=1)[C:34]([NH2:36])=[NH:35] |f:3.4|. Reported procedure: Preparation is effected analogously to Example 63, using 1 g (3.7 mmol) of N-methyl-N-[3-phenyl-3-(2-pyridyl)propyl]-1,2-ethanediamine, an equimolar amount of 1,1'-carbonyldiimidazole and 1.15 g (5 mmol) of 2-[[(2-guanidino-4-thiazolyl)methyl]thio]ethaneamine as starting materials. Working up by chromatography (eluant: ethyl acetate/methanol 9+1) analogously to Example 63 yields the purified title compound in the form of a dry foam; MS (+FAB method): m/z (rel. int. [%])=527 ([M+H]+ 3), 196 (100)... The reactants are CCOC(=O)CCCOc1ccccc1I, CO, [Na+], [OH-]. Yields the product COC(=O)CCCOc1ccccc1I. RXN SMILES: [CH2:1]([CH3:2])[O:3][C:4]([CH2:5][CH2:6][CH2:7][O:8][c:9]1[c:10]([I:15])[cH:11][cH:12][cH:13][cH:14]1)=[O:16].[CH3:19][OH:20].[Na+:18].[OH-:17]>>[CH3:1][O:3][C:4]([CH2:5][CH2:6][CH2:7][O:8][c:9]1[c:10]([I:15])[cH:11][cH:12][cH:13][cH:14]1)=[O:16]. Starting materials: Cc1nc(C(F)(F)C(F)(F)F)cc(=O)[nH]1, CN(C)c1ccccc1, O=P(Cl)(Cl)Cl. Yields the product Cc1nc(Cl)cc(C(F)(F)C(F)(F)F)n1. As a reaction SMILES: [CH3:1][c:2]1[n:3][c:4]([C:9]([C:10]([F:11])([F:12])[F:13])([F:14])[F:15])[cH:5][c:6](=[O:8])[nH:7]1.[CH3:21][N:22]([c:23]1[cH:24][cH:25][cH:26][cH:27][cH:28]1)[CH3:29].[P:16]([Cl:17])([Cl:18])([Cl:19])=[O:20]>>[CH3:1][c:2]1[n:3][c:4]([C:9]([C:10]([F:11])([F:12])[F:13])([F:14])[F:15])[cH:5][c:6]([Cl:18])[n:7]1.